This data is from the Open Reaction Database (ORD), a public repository of structured organic reaction records. The task is: describe an organic reaction: reactants, conditions, products, and yield Reactants: COC(=O)c1ccc(C#N)cc1, CO, Cl, NO, [Na+], O, O=C([O-])O. Product: COC(=O)c1ccc(C=NON)cc1. As a reaction SMILES: [CH3:1][O:2][C:3]([c:4]1[cH:5][cH:6][c:7]([C:10]#[N:11])[cH:8][cH:9]1)=[O:12].[CH3:22][OH:23].[ClH:13].[NH2:14][OH:15].[Na+:16].[OH2:21].[OH:17][C:18](=[O:19])[O-:20]>>[CH3:1][O:2][C:3]([c:4]1[cH:5][cH:6][c:7]([CH:10]=[N:11][O:15][NH2:14])[cH:8][cH:9]1)=[O:12]. Starting materials: NCCNC=1C=2N(C=C(N1)C(C)(C)C)C(NN2)=O (8-(2-amino-ethylamino)-6-tert-butyl-2H-[1,2,4]triazolo[4,3-a]pyrazin-3-one), C1(=CC=CC=C1)S(=O)(=O)Cl (phenylsulfonyl chloride), C(C)(C)N(CC)C(C)C (diisopropylethylamine). The solvent is CN(C)C=O (DMF), CCOC(=O)C (EtOAc). The product is C(C)(C)(C)C=1N=C(C=2N(C1)C(NN2)=O)NCCNS(=O)(=O)C2=CC=CC=C2 (N-[2-(6-tert-Butyl-3-oxo-2,3-dihydro-[1,2,4]triazolo[4,3-a]pyrazin-8-ylamino)-ethyl]-benzenesulfonamide). RXN SMILES: [NH2:1][CH2:2][CH2:3][NH:4][C:5]1[C:6]2[N:7]([C:15](=[O:18])[NH:16][N:17]=2)[CH:8]=[C:9]([C:11]([CH3:14])([CH3:13])[CH3:12])[N:10]=1.[C:19]1([S:25](Cl)(=[O:27])=[O:26])[CH:24]=[CH:23][CH:22]=[CH:21][CH:20]=1.C(N(C(C)C)CC)(C)C>CN(C=O)C.CCOC(C)=O>[C:11]([C:9]1[N:10]=[C:5]([NH:4][CH2:3][CH2:2][NH:1][S:25]([C:19]2[CH:24]=[CH:23][CH:22]=[CH:21][CH:20]=2)(=[O:27])=[O:26])[C:6]2[N:7]([C:15](=[O:18])[NH:16][N:17]=2)[CH:8]=1)([CH3:12])([CH3:13])[CH3:14]. Procedure details: A solution of 50 mg of 8-(2-amino-ethylamino)-6-tert-butyl-2H-[1,2,4]triazolo[4,3-a]pyrazin-3-one, 97 mg of phenylsulfonyl chloride and 61 mg of diisopropylethylamine in DMF (1.0 mL) was stirred at ambient temperature for 16 h. The reaction mixture was diluted with EtOAc and washed with water and then sat. sodium chloride solution. The organic layer was dried over sodium sulfate, filtered, and concentrated. The residue was purified by silica gel chromatography to provide the title compound as a ... The reactants are S(=O)(=O)(C(F)(F)F)OS(=O)(=O)C(F)(F)F (Triflic anhydride), FC(CO)(COC1OCCCC1)F (2,2-difluoro-3-tetrahydropyranyloxy-1-propanol), N1=CC=CC=C1 (pyridine). The solvent is ClCCl (dichloromethane). Reaction conditions: temperature 0 celsius, time 1 hour. The product is FC(S(=O)(=O)OCC(COC1OCCCC1)(F)F)(F)F (2,2-DIFLUORO-3-TETRAHYDROPYRANYLOXYPROPYL TRIFLUOROMETHANESULFONATE). RXN SMILES: S([O:8][S:9]([C:12]([F:15])([F:14])[F:13])(=[O:11])=[O:10])(C(F)(F)F)(=O)=O.[F:16][C:17]([F:28])([CH2:20][O:21][CH:22]1[CH2:27][CH2:26][CH2:25][CH2:24][O:23]1)[CH2:18]O.N1C=CC=CC=1>ClCCl>[F:15][C:12]([F:13])([F:14])[S:9]([O:8][CH2:18][C:17]([F:28])([F:16])[CH2:20][O:21][CH:22]1[CH2:27][CH2:26][CH2:25][CH2:24][O:23]1)(=[O:10])=[O:11]. Reported procedure: Triflic anhydride (1.8 ml, 11 mmol) was added to a cold (0° C.) solution of 2,2-difluoro-3-tetrahydropyranyloxy-1-propanol 91.6 g, 10 mmol), pyridine (0.9 ml, 11 mmol) in anhydrous dichloromethane (50 ml). The mixture was stirred 1 h at 0° C. and, after usual work-up, the product was purified by flash chromatography on silica gel (ethyl acetate:hexane; 15:85) (2.6 g, 80%). Product: C(C1=CC=CC=C1)OC1=C(C=C(C=C1)SC)C(CC=O)(C)C (3-(2-benzyloxy-5-methylsulfanylphenyl)-3-methylbutyraldehyde). The solvent is ClCCl (dichloromethane), ClCCl (dichloromethane), ClCCl (dichloromethane). Reaction conditions: time 10 minute. Procedure: To a solution of 1.57 mL of oxalyl chloride in 15 mL of dichloromethane at −60° C. was added a solution of 2.55 mL of DMSO in 5 mL of dichloromethane. After 10 minutes, a solution of 3-(2-benzyloxy-5-methylsulfanylphenyl)-3-methylbutan-1-ol (2.84 g, 8.9 mmol) in 5 mL of dichloromethane was added (solids quickly precipitated), followed 15 minutes later by 7.5 mL triethylamine and the reaction mixture became very thick with solids. The reaction mixture was then warmed to room temperature and monit... The reactants are C(C1=CC=CC=C1)OC1=C(C=C(C=C1)SC)C(CCO)(C)C (3-(2-benzyloxy-5-methylsulfanylphenyl)-3-methylbutan-1-ol), C(C(=O)Cl)(=O)Cl (oxalyl chloride), CS(=O)C (DMSO), O (water). As a reaction SMILES: C(Cl)(=O)C(Cl)=O.CS(C)=O.[CH2:11]([O:18][C:19]1[CH:24]=[CH:23][C:22]([S:25][CH3:26])=[CH:21][C:20]=1[C:27]([CH3:32])([CH3:31])[CH2:28][CH2:29][OH:30])[C:12]1[CH:17]=[CH:16][CH:15]=[CH:14][CH:13]=1.O>ClCCl>[CH2:11]([O:18][C:19]1[CH:24]=[CH:23][C:22]([S:25][CH3:26])=[CH:21][C:20]=1[C:27]([CH3:32])([CH3:31])[CH2:28][CH:29]=[O:30])[C:12]1[CH:13]=[CH:14][CH:15]=[CH:16][CH:17]=1. The yield is 78.6%. As a reaction SMILES: [OH-].[K+].C[O:4][C:5]([C:7]1[S:8][C:9]([CH3:23])=[C:10]([NH:12][C:13]([NH:15][CH2:16][C:17]2[CH:22]=[CH:21][CH:20]=[CH:19][CH:18]=2)=[O:14])[CH:11]=1)=[O:6].Cl>CO.O>[CH3:23][C:9]1[S:8][C:7]([C:5]([OH:6])=[O:4])=[CH:11][C:10]=1[NH:12][C:13]([NH:15][CH2:16][C:17]1[CH:22]=[CH:21][CH:20]=[CH:19][CH:18]=1)=[O:14] |f:0.1|. Reported procedure: A 2N aqueous potassium hydroxide solution (16 mL) was added to a stirred solution of 5-methyl-4-(3-benzyl-ureido)-thiophene-2-carboxylic acid methyl ester from Step 2 of Example 16 below (0.4 g, 1.3 mmol) in warm methanol (4 mL), and the mixture was heated under reflux. After 1 hour the mixture was cooled, diluted with water (100 mL), and acidified with aqueous HCl. The precipitate was filtered off, rinsed with water, then ethanol, then ether, and dried to afford 0.29 g of 5-methyl-4-(3-benzyl-u... Solvent: O (water), CO (methanol). Yields the product CC1=C(C=C(S1)C(=O)O)NC(=O)NCC1=CC=CC=C1 (5-methyl-4-(3-benzyl-ureido)-thiophene-2-carboxylic acid). Reactants: [OH-].[K+] (potassium hydroxide), COC(=O)C=1SC(=C(C1)NC(=O)NCC1=CC=CC=C1)C (5-methyl-4-(3-benzyl-ureido)-thiophene-2-carboxylic acid methyl ester), Cl (HCl). The reactants are C1CCNC1, Cc1ccccc1, CC(=O)c1cccc(F)c1O, O=C1CCOCC1. The product is O=C1CC2(CCOCC2)Oc2c(F)cccc21. RXN SMILES: [CH2:1]1[CH2:2][NH:3][CH2:4][CH2:5]1.[CH3:24][c:25]1[cH:26][cH:27][cH:28][cH:29][cH:30]1.[F:6][c:7]1[c:8]([OH:16])[c:9]([C:13]([CH3:14])=[O:15])[cH:10][cH:11][cH:12]1.[O:17]1[CH2:18][CH2:19][C:20](=[O:23])[CH2:21][CH2:22]1>>[F:6][c:7]1[c:8]2[c:9]([cH:10][cH:11][cH:12]1)[C:13](=[O:15])[CH2:14][C:20]1([O:16]2)[CH2:19][CH2:18][O:17][CH2:22][CH2:21]1.